This data is from the Open Reaction Database (ORD), a public repository of structured organic reaction records. The task is: describe an organic reaction: reactants, conditions, products, and yield Reactants: BrC=1SC=CC1C1=C(N=C(S1)NC(C)=O)C (N-[5-(2-Bromo-thiophen-3-yl)-4-methyl-thiazol-2-yl]-acetamide), [Cl-].[P+]=O (phosphorus oxide chloride), ClS(=O)(=O)O (chlorosulfonic acid), P(Cl)(Cl)(Cl)(Cl)Cl (Phosphorus pentachloride). Reported procedure: A mixture of N-[5-(2-bromo-thiophen-3-yl)-4-methyl-thiazol-2-yl]-acetamide obtained in Step II, as describe above (1100 mg; 3.47 mmol; 1 eq), in DCM (60 ml) is cooled to 0° C. with an ice bath. The reaction is degassed with nitrogen and chlorosulfonic acid (1.16 ml; 17.3 mmol; 5 eq) dissolved in DCM (30 ml) is added dropwise. The reaction mixture is stirred at 0° C. for 15 minutes. Phosphorus pentachloride (1444 mg; 6.94 mmol; 2 eq) is added followed directly by phosphorus oxide chloride (1.3 ml... RXN SMILES: [Br:1][C:2]1[S:3][CH:4]=[CH:5][C:6]=1[C:7]1[S:11][C:10]([NH:12][C:13](=[O:15])[CH3:14])=[N:9][C:8]=1[CH3:16].[Cl:17][S:18](O)(=[O:20])=[O:19].P(Cl)(Cl)(Cl)(Cl)Cl.[Cl-].[P+]=O>C(Cl)Cl>[C:13]([NH:12][C:10]1[S:11][C:7]([C:6]2[CH:5]=[C:4]([S:18]([Cl:17])(=[O:20])=[O:19])[S:3][C:2]=2[Br:1])=[C:8]([CH3:16])[N:9]=1)(=[O:15])[CH3:14] |f:3.4,^3:28|. The product is C(C)(=O)NC=1SC(=C(N1)C)C=1C=C(SC1Br)S(=O)(=O)Cl (4-[2-(acetylamino)-4-methyl-1,3-thiazol-5-yl]-5-bromothiophene-2-sulfonyl chloride). Reaction conditions: temperature 0 celsius, time 15 minute. Run in C(Cl)Cl (DCM), C(Cl)Cl (DCM). Product: CN(CCc1ccc(O)cc1)C1CCC(c2ccccc2)CC1. Starting materials: CO, ClCCl, [Na+], [OH-], O, Oc1ccc(CCNC2CCC(c3ccccc3)CC2)cc1. Reaction SMILES: [CH3:28][OH:29].[Cl:23][CH2:24][Cl:25].[Na+:27].[OH-:26].[OH2:30].[c:1]1([CH:7]2[CH2:8][CH2:9][CH:10]([NH:13][CH2:14][CH2:15][c:16]3[cH:17][cH:18][c:19]([OH:22])[cH:20][cH:21]3)[CH2:11][CH2:12]2)[cH:2][cH:3][cH:4][cH:5][cH:6]1>>[c:1]1([CH:7]2[CH2:8][CH2:9][CH:10]([N:13]([CH2:14][CH2:15][c:16]3[cH:17][cH:18][c:19]([OH:22])[cH:20][cH:21]3)[CH3:24])[CH2:11][CH2:12]2)[cH:2][cH:3][cH:4][cH:5][cH:6]1.